From a dataset of the Open Reaction Database (ORD), a public repository of structured organic reaction records. describe an organic reaction: reactants, conditions, products, and yield The reactants are FC1=CC=C(CC2=CN=C3C(=C(C(N(C3=C2)CCN2C(CCC2)=O)=O)C(=O)NCCOC)O)C=C1 (7-(4-Fluorobenzyl)-4-hydroxy-N-(2-methoxyethyl)-2-oxo-1-[2-(2-oxopyrrolidin-1-yl)ethyl]-1,2-dihydro-1,5-naphthyridine-3-carboxamide), [OH-].[Na+] (NaOH). Solvent: C(C)O (ethanol). The product is FC1=CC=C(C=C1)CC1=CN=C2C(=C(C(N(C2=C1)CCN1C(CCC1)=O)=O)C(=O)NCCOC)[O-].[Na+] (Sodium 7-[(4-fluorophenyl)methyl]-3-({[2-(methyloxy)ethyl]amino}carbonyl)-2-oxo-1-[2-(2-oxo-1-pyrrolidinyl)ethyl]-1,2-dihydro-1,5-naphthyridine-4-olate). RXN SMILES: [F:1][C:2]1[CH:35]=[CH:34][C:5]([CH2:6][C:7]2[CH:16]=[C:15]3[C:10]([C:11]([OH:33])=[C:12]([C:26]([NH:28][CH2:29][CH2:30][O:31][CH3:32])=[O:27])[C:13](=[O:25])[N:14]3[CH2:17][CH2:18][N:19]3[CH2:23][CH2:22][CH2:21][C:20]3=[O:24])=[N:9][CH:8]=2)=[CH:4][CH:3]=1.[OH-].[Na+:37]>C(O)C>[F:1][C:2]1[CH:35]=[CH:34][C:5]([CH2:6][C:7]2[CH:16]=[C:15]3[C:10]([C:11]([O-:33])=[C:12]([C:26]([NH:28][CH2:29][CH2:30][O:31][CH3:32])=[O:27])[C:13](=[O:25])[N:14]3[CH2:17][CH2:18][N:19]3[CH2:23][CH2:22][CH2:21][C:20]3=[O:24])=[N:9][CH:8]=2)=[CH:4][CH:3]=1.[Na+:37] |f:1.2,4.5|. Procedure: A solution of 7-(4-Fluorobenzyl)-4-hydroxy-N-(2-methoxyethyl)-2-oxo-1-[2-(2-oxopyrrolidin-1-yl)ethyl]-1,2-dihydro-1,5-naphthyridine-3-carboxamide (693 mg, 1.436 mmol) in ethanol (20 mL) was treated with 1.009 M NaOH (1.423 mL, 1.436 mmol). The solution was evaporated in vacuo, triturated with Et2O, filtered and dried under high vacuum to provide the product as a white solid: 1H NMR (d6-DMSO) δ 10.65 (1H, s), 8.20 (1H, s), 7.73 (1H, s), 7.35 (2H, dd, J=5, 9 Hz), 7.11 (2H, t, J=9 Hz), 4.16 (2H, t,... Reactants: ClC1=CC=C(C=C1)C1=N[C@H](C=2N(C3=C1C(=C(S3)C=O)C)C(=NN2)C)CC(=O)OC (methyl (S)-{4-(4-chlorophenyl)-2-formyl-3,9-dimethyl-6H-thieno[3,2-f][1,2,4]triazolo[4,3-a][1,4]diazepin-6-yl}acetate), [F-].[K+] (potassium fluoride), C(#N)C=1C=C(C=CC1)B(O)O (3-cyanophenylboronic acid), O1CCCC1 (tetrahydrofuran). Reagents/catalysts: C(C)(=O)[O-].[Pd+2].C(C)(=O)[O-] (palladium acetate), C(C)(C)(C)P(C1=C(C=CC=C1)C1=CC=CC=C1)C(C)(C)C (2-(di-tert-butylphosphino)biphenyl). Solvent: O (water). Yields the product C(#N)C=1C=C(C=CC1)C1=CC=C(C=C1)C1=N[C@H](C=2N(C3=C1C(=C(S3)C=O)C)C(=NN2)C)CC(=O)OC (methyl (S)-{4-(3′-cyanobiphenyl-4-yl)-2-formyl-3,9-dimethyl-6H-thieno[3,2-f][1,2,4]triazolo[4,3-a][1,4]diazepin-6-yl}acetate). Isolated yield 118.6%. As a reaction SMILES: Cl[C:2]1[CH:7]=[CH:6][C:5]([C:8]2[C:14]3[C:15]([CH3:20])=[C:16]([CH:18]=[O:19])[S:17][C:13]=3[N:12]3[C:21]([CH3:24])=[N:22][N:23]=[C:11]3[C@H:10]([CH2:25][C:26]([O:28][CH3:29])=[O:27])[N:9]=2)=[CH:4][CH:3]=1.[F-].[K+].[C:32]([C:34]1[CH:35]=[C:36](B(O)O)[CH:37]=[CH:38][CH:39]=1)#[N:33].O1CCCC1>C([O-])(=O)C.[Pd+2].C([O-])(=O)C.C(P(C(C)(C)C)C1C=CC=CC=1C1C=CC=CC=1)(C)(C)C.O>[C:32]([C:34]1[CH:39]=[C:38]([C:2]2[CH:3]=[CH:4][C:5]([C:8]3[C:14]4[C:15]([CH3:20])=[C:16]([CH:18]=[O:19])[S:17][C:13]=4[N:12]4[C:21]([CH3:24])=[N:22][N:23]=[C:11]4[C@H:10]([CH2:25][C:26]([O:28][CH3:29])=[O:27])[N:9]=3)=[CH:6][CH:7]=2)[CH:37]=[CH:36][CH:35]=1)#[N:33] |f:1.2,5.6.7|. Reported procedure: To a mixture of methyl (S)-{4-(4-chlorophenyl)-2-formyl-3,9-dimethyl-6H-thieno[3,2-f][1,2,4]triazolo[4,3-a][1,4]diazepin-6-yl}acetate (429 mg) synthesized in Example 342 as an intermediate, palladium acetate (11 mg), 2-(di-tert-butylphosphino)biphenyl (30 mg), potassium fluoride (349 mg) and 3-cyanophenylboronic acid (441 mg) was added tetrahydrofuran (4 mL), and the mixture was heated under reflux for 6 hr. After cooling, water was added, and the mixture was extracted with ethyl acetate. The or... Reactants: C(C)OC1=C(C(=O)O)C=CC(=C1)OCC (2,4-diethoxybenzoic acid), C(C)(C)(C)OC(=O)NCC=1C=C(C=CC1OC)CC(C(=O)[O-])OC(C)C (3-[3-([(tert-butoxycarbonyl)amino]methyl)-4-methoxyphenyl)-2-isopropoxypropanoate). Yields the product C(C)OC1=C(C(=O)NCC=2C=C(C=CC2OC)CC(C(=O)O)OC(C)C)C=CC(=C1)OCC (3-(3-[(2,4-diethoxybenzoyl)amino]methyl-4-methoxyphenyl)-2-isopropoxypropanoic acid). RXN SMILES: [CH2:1]([O:3][C:4]1[CH:12]=[C:11]([O:13][CH2:14][CH3:15])[CH:10]=[CH:9][C:5]=1[C:6]([OH:8])=O)[CH3:2].C(OC([NH:23][CH2:24][C:25]1[CH:26]=[C:27]([CH2:33][CH:34]([O:38][CH:39]([CH3:41])[CH3:40])[C:35]([O-:37])=[O:36])[CH:28]=[CH:29][C:30]=1[O:31][CH3:32])=O)(C)(C)C>>[CH2:1]([O:3][C:4]1[CH:12]=[C:11]([O:13][CH2:14][CH3:15])[CH:10]=[CH:9][C:5]=1[C:6]([NH:23][CH2:24][C:25]1[CH:26]=[C:27]([CH2:33][CH:34]([O:38][CH:39]([CH3:41])[CH3:40])[C:35]([OH:37])=[O:36])[CH:28]=[CH:29][C:30]=1[O:31][CH3:32])=[O:8])[CH3:2]. Procedure: Using 2,4-diethoxybenzoic acid and 3-[3-([(tert-butoxycarbonyl)amino]methyl)-4-methoxyphenyl)-2-isopropoxypropanoate, 3-(3-[(2,4-diethoxybenzoyl)amino]methyl-4-methoxyphenyl)-2-isopropoxypropanoic acid was obtained in the same method as in Example 38). Starting materials: ClC1=NC=C(C(=N1)CCC1=C(C=CC=C1)C1(CC1)C(=O)N)Cl (1-(2-(2-(2,5-dichloropyrimidin-4-yl)ethyl)phenyl)cyclopropanecarboxamide), NC=1C(=NN(C1)C(=O)OC(C)(C)C)C (tert-butyl 4-amino-3-methyl-1H-pyrazole-1-carboxylate), NC=1C=NN(C1C)C(=O)OC(C)(C)C (tert-butyl 4-amino-5-methyl-1H-pyrazole-1-carboxylate), O.C1(=CC=C(C=C1)S(=O)(=O)O)C (p-toluenesulfonic acid monohydrate). Run in O1CCOCC1 (1,4-dioxane). Run at temperature 120 celsius, time 3 hour. The product is ClC=1C(=NC(=NC1)NC=1C(=NNC1)C)CCC1=C(C=CC=C1)C1(CC1)C(=O)N (1-(2-(2-(5-Chloro-2-((3-methyl-1H-pyrazol-4-yl)amino)pyrimidin-4-yl)ethyl)phenyl)cyclopropanecarboxamide). Isolated yield 25.0%. RXN SMILES: Cl[C:2]1[N:7]=[C:6]([CH2:8][CH2:9][C:10]2[CH:15]=[CH:14][CH:13]=[CH:12][C:11]=2[C:16]2([C:19]([NH2:21])=[O:20])[CH2:18][CH2:17]2)[C:5]([Cl:22])=[CH:4][N:3]=1.[NH2:23][C:24]1[C:25]([CH3:36])=[N:26][N:27](C(OC(C)(C)C)=O)[CH:28]=1.NC1C=NN(C(OC(C)(C)C)=O)C=1C.O.C1(C)C=CC(S(O)(=O)=O)=CC=1>O1CCOCC1>[Cl:22][C:5]1[C:6]([CH2:8][CH2:9][C:10]2[CH:15]=[CH:14][CH:13]=[CH:12][C:11]=2[C:16]2([C:19]([NH2:21])=[O:20])[CH2:18][CH2:17]2)=[N:7][C:2]([NH:23][C:24]2[C:25]([CH3:36])=[N:26][NH:27][CH:28]=2)=[N:3][CH:4]=1 |f:3.4|. Procedure details: A mixture of 1-(2-(2-(2,5-dichloropyrimidin-4-yl)ethyl)phenyl)cyclopropanecarboxamide A14 (0.120 g, 0.357 mmol), tert-butyl 4-amino-3-methyl-1H-pyrazole-1-carboxylate or tert-butyl 4-amino-5-methyl-1H-pyrazole-1-carboxylate (isomer not determined) A26 (0.141 g, 0.714 mmol) and p-toluenesulfonic acid monohydrate (0.007 g, 0.04 mmol) in 1,4-dioxane (2.0 mL) was stirred in a microwave reactor at 120° C. for 3 hours. The reaction mixture was adsorbed onto SiO2 and purified by column chromatography (... Starting materials: 19.2, C1=2C(=O)OC(NC1=CC=CC2)=O (isatoic anhydride), CC1=CC=CC=C1O (cresylic acid), [OH-].[Na+] (sodium hydroxide), [OH-].[Na+] (sodium hydroxide), phenols, C1=C(C=CC=C1O)C (m-cresol). Solvent: O1CCOCC1 (dioxan), O (water). The product is cresylic acid ester, C(C=1C(N)=CC=CC1)(=O)O (anthranilic acid). RXN SMILES: [C:1]12[C:7](=[CH:8][CH:9]=[CH:10][CH:11]=1)[NH:6]C(=O)[O:4][C:2]2=[O:3].CC1C(O)=CC=CC=1.C1C(O)=CC=CC=1C.[OH-].[Na+]>O.O1CCOCC1>[C:2]([OH:4])(=[O:3])[C:1]1[C:7](=[CH:8][CH:9]=[CH:10][CH:11]=1)[NH2:6] |f:3.4|. Reported procedure: A mixture of 19.2 parts of isatoic anhydride, 13.8 parts of cresylic acid (a mixture of phenols of which the main constituent is m-cresol), 0.5 parts of sodium hydroxide and 50 parts of dioxan are heated at 45°-50° C. for 4 hours. Residual sodium hydroxide is screened off and 500 parts of water are added to the filtrates. The brown oil which is formed is extracted into ether and the ether extract is washed three times with water. The ether solution is dried over magnesium sulphate and the ether ... Reactants: [Br-], C[Si](C)(C)[N-][Si](C)(C)C, Cc1ccccc1, [K+], NC(=O)c1cccc(OCCCCCC[P+](c2ccccc2)(c2ccccc2)c2ccccc2)c1, O=Cc1ccsc1. Product: NC(=O)c1cccc(OCCCCCC=Cc2ccsc2)c1. Reaction SMILES: [Br-:1].[CH3:37][Si:38]([N-:39][Si:40]([CH3:41])([CH3:42])[CH3:43])([CH3:44])[CH3:45].[CH3:54][c:55]1[cH:56][cH:57][cH:58][cH:59][cH:60]1.[K+:46].[NH2:2][C:3](=[O:4])[c:5]1[cH:6][c:7]([O:8][CH2:9][CH2:10][CH2:11][CH2:12][CH2:13][CH2:14][P+:15]([c:16]2[cH:17][cH:18][cH:19][cH:20][cH:21]2)([c:22]2[cH:23][cH:24][cH:25][cH:26][cH:27]2)[c:28]2[cH:29][cH:30][cH:31][cH:32][cH:33]2)[cH:34][cH:35][cH:36]1.[s:47]1[cH:48][c:49]([CH:52]=[O:53])[cH:50][cH:51]1>>[NH2:2][C:3](=[O:4])[c:5]1[cH:6][c:7]([O:8][CH2:9][CH2:10][CH2:11][CH2:12][CH2:13][CH:14]=[CH:52][c:49]2[cH:48][s:47][cH:51][cH:50]2)[cH:34][cH:35][cH:36]1. The reactants are N[C@@H]1C[C@H]([C@H](CC1)NC(=O)C1=C(NC2=C1N=CN=C2C2=C(C=CC(=C2)C(F)F)OCC2CC2)C)F (N-[(1S*,2R*,4S*)-4-amino-2-fluorocyclohexyl]-4-[2-(cyclopropylmethoxy)-5-(difluoromethyl)phenyl]-6-methyl-5H-pyrrolo[3,2-d]pyrimidine-7-carboxamide), C(CC)(=O)Cl (propionyl chloride). Product: C1(CC1)COC1=C(C=C(C=C1)C(F)F)C=1C2=C(N=CN1)C(=C(N2)C)C(=O)N[C@@H]2[C@@H](C[C@H](CC2)NC(CC)=O)F (4-[2-(Cyclopropylmethoxy)-5-(difluoromethyl)phenyl]-N-[(1S*,2R*,4S*)-2-fluoro-4-(propanoylamino)cyclohexyl]-6-methyl-5H-pyrrolo[3,2-d]pyrimidine-7-carboxamide). Reaction SMILES: [NH2:1][C@H:2]1[CH2:7][CH2:6][C@H:5]([NH:8][C:9]([C:11]2[C:15]3[N:16]=[CH:17][N:18]=[C:19]([C:20]4[CH:25]=[C:24]([CH:26]([F:28])[F:27])[CH:23]=[CH:22][C:21]=4[O:29][CH2:30][CH:31]4[CH2:33][CH2:32]4)[C:14]=3[NH:13][C:12]=2[CH3:34])=[O:10])[C@H:4]([F:35])[CH2:3]1.[C:36](Cl)(=[O:39])[CH2:37][CH3:38]>>[CH:31]1([CH2:30][O:29][C:21]2[CH:22]=[CH:23][C:24]([CH:26]([F:28])[F:27])=[CH:25][C:20]=2[C:19]2[C:14]3[NH:13][C:12]([CH3:34])=[C:11]([C:9]([NH:8][C@H:5]4[CH2:6][CH2:7][C@H:2]([NH:1][C:36](=[O:39])[CH2:37][CH3:38])[CH2:3][C@H:4]4[F:35])=[O:10])[C:15]=3[N:16]=[CH:17][N:18]=2)[CH2:32][CH2:33]1. Reported procedure: Starting from N-[(1S*,2R*,4S*)-4-amino-2-fluorocyclohexyl]-4-[2-(cyclopropylmethoxy)-5-(difluoromethyl)phenyl]-6-methyl-5H-pyrrolo[3,2-d]pyrimidine-7-carboxamide (example D.f73) and commercially available propionyl chloride the title compound is obtained as colorless solid. Starting materials: FC(COP(OCC(F)(F)F)(=O)CC1=CC(=C(C=C1)N)OC)(F)F (bis(2,2,2-trifluoroethyl)(4-amino-3-methoxybenzyl)phosphonate), FC(COP(OCC(F)(F)F)(=O)CC1=CC(=C(C=C1)N)OC)(F)F (bis(2,2,2-trifluoroethyl)(4-amino-3-methoxybenzyl)phosphonate), ClC1=NC=C(C(=N1)NC1=C(C(=O)NC)C=CC=C1)C(F)(F)F (2-(2-chloro-5-(trifluoromethyl)pyrimidin-4-ylamino)-N-methylbenzamide). Product: FC(COP(OCC(F)(F)F)(=O)CC1=CC(=C(C=C1)NC1=NC=C(C(=N1)NC1=C(C=CC=C1)C(NC)=O)C(F)(F)F)OC)(F)F (Bis(2,2,2-trifluoroethyl)(3-methoxy-4-{[4-{[2-(methylcarbamoyl)phenyl]amino}-5-(trifluoromethyl)pyrimidin-2-yl]amino}benzyl)phosphonate). As a reaction SMILES: [F:1][C:2]([F:24])([F:23])[CH2:3][O:4][P:5]([CH2:13][C:14]1[CH:19]=[CH:18][C:17]([NH2:20])=[C:16]([O:21][CH3:22])[CH:15]=1)(=[O:12])[O:6][CH2:7][C:8]([F:11])([F:10])[F:9].Cl[C:26]1[N:31]=[C:30]([NH:32][C:33]2[CH:42]=[CH:41][CH:40]=[CH:39][C:34]=2[C:35]([NH:37][CH3:38])=[O:36])[C:29]([C:43]([F:46])([F:45])[F:44])=[CH:28][N:27]=1>>[F:24][C:2]([F:1])([F:23])[CH2:3][O:4][P:5]([CH2:13][C:14]1[CH:19]=[CH:18][C:17]([NH:20][C:26]2[N:31]=[C:30]([NH:32][C:33]3[CH:42]=[CH:41][CH:40]=[CH:39][C:34]=3[C:35](=[O:36])[NH:37][CH3:38])[C:29]([C:43]([F:46])([F:44])[F:45])=[CH:28][N:27]=2)=[C:16]([O:21][CH3:22])[CH:15]=1)(=[O:12])[O:6][CH2:7][C:8]([F:9])([F:10])[F:11]. Procedure: The title compound was prepared according to the procedure for Example 102 bis(2,2,2-trifluoroethyl)(4-amino-3-methoxybenzyl)phosphonate (Compound 114A, 38 mg, 0.1 mmol) and 2-(2-chloro-5-(trifluoromethyl)pyrimidin-4-ylamino)-N-methylbenzamide (33 mg, 0.1 mmol). The reaction mixture was concentrated in vacuo and the residue was purified by HPLC to afford the title compound. 1H-NMR (DMSO-d6, 400 MHz): δ=2.73 (s, 3 H), 3.52 (d, J=21.6 Hz, 2 H), 3.73 (s, 3 H), 4.60-4.65 (m, 4 H), 6.81 (d, J=7.6 Hz,... Starting materials: NC=1C=CC(=C(C1)[C@]1(N=C(OCC1(F)F)N)C)F ((R)-4-(5-amino-2-fluoro-phenyl)-5,5-difluoro-4-methyl-5,6-dihydro-4H-[1,3]oxazin-2-ylamine), FCC=1OC=C(N1)C(=O)O (2-fluoromethyl-oxazole-4-carboxylic acid). Yields the product C(=O)O.NC=1OCC([C@@](N1)(C)C=1C=C(C=CC1F)NC(=O)C=1N=C(OC1)CF)(F)F (2-Fluoromethyl-oxazole-4-carboxylic acid [3-((R)-2-amino-5,5-difluoro-4-methyl-5,6-dihydro-4H-[1,3]oxazin-4-yl)-4-fluoro-phenyl]-amide formate). Reaction SMILES: [NH2:1][C:2]1[CH:3]=[CH:4][C:5]([F:18])=[C:6]([C@:8]2([CH3:17])[C:13]([F:15])([F:14])[CH2:12][O:11][C:10]([NH2:16])=[N:9]2)[CH:7]=1.[F:19][CH2:20][C:21]1[O:22][CH:23]=[C:24]([C:26]([OH:28])=[O:27])[N:25]=1>>[CH:26]([OH:28])=[O:27].[NH2:16][C:10]1[O:11][CH2:12][C:13]([F:14])([F:15])[C@:8]([C:6]2[CH:7]=[C:2]([NH:1][C:26]([C:24]3[N:25]=[C:21]([CH2:20][F:19])[O:22][CH:23]=3)=[O:27])[CH:3]=[CH:4][C:5]=2[F:18])([CH3:17])[N:9]=1 |f:2.3|. Procedure details: The condensation of (R)-4-(5-amino-2-fluoro-phenyl)-5,5-difluoro-4-methyl-5,6-dihydro-4H-[1,3]oxazin-2-ylamine (intermediate XI-1) and 2-fluoromethyl-oxazole-4-carboxylic acid following procedure I yielded the title compound after purification by preparative HPLC as a white solid. MS (ISP): m/z=387.1 [M+H]+.